This data is from the Open Reaction Database (ORD), a public repository of structured organic reaction records. The task is: describe an organic reaction: reactants, conditions, products, and yield Starting materials: C(C)(=O)OC(C#N)=C(C)C1=CC=C(C=C1)CC(C)C (2-acetoxy-3-(4'-isobutylphenyl)-3-methylacrylonitrile), S(=O)(=O)([O-])OOS(=O)(=O)[O-].[NH4+].[NH4+] (ammonium persulfate), [OH-].[Na+] (sodium hydroxide), [Na] (sodium), enol-acetate, [Cl-].[Na+] (sodium chloride), C(C(C)C)C1=CC=C(C=C1)C(C(=O)O)C (2-(4'-isobutylphenyl)propionic acid). The solvent is COCCOCCOC (diglyme), O (water). Conditions: temperature 25 celsius, time 3 hour. The product is C(C(C)C)C1=CC=C(C=C1)C(C(=O)[O-])C.[Na+] (sodium 2-(4'-isobutylphenyl)propionate). Reaction SMILES: C(OC(=C(C1C=CC(CC(C)C)=CC=1)C)C#N)(=O)C.[Cl-].[Na+:21].[OH-].[Na+].S(OOS([O-])(=O)=O)([O-])(=O)=O.[NH4+].[NH4+].[CH2:36]([C:40]1[CH:45]=[CH:44][C:43]([CH:46]([CH3:50])[C:47]([OH:49])=[O:48])=[CH:42][CH:41]=1)[CH:37]([CH3:39])[CH3:38].[Na]>COCCOCCOC.O>[CH2:36]([C:40]1[CH:41]=[CH:42][C:43]([CH:46]([CH3:50])[C:47]([O-:49])=[O:48])=[CH:44][CH:45]=1)[CH:37]([CH3:39])[CH3:38].[Na+:21] |f:1.2,3.4,5.6.7,12.13,^1:50|. Procedure: A portion of the enol-acetate solution (V) from A above, (55.41 g. representing 49.3 mmole of enol-acetate) was placed in a 250 ml. 1 necked flask and stirred magnetically while 10 ml. of saturated sodium chloride solution and 16.0 g. of 50 percent sodium hydroxide (200 meq.) were added. The mixture was stirred and allowed to cool to 25° C. and the ammonium persulfate [(NH4)2S2O8 ] (12.5 g.; 55 meq.) in 16 ml. of water were added over 10 minutes. After stirring overnight, 10 ml. of diglyme was a... Reactants: CC(=O)O, N#Cc1ccc(CN2C(=O)CNC2=O)cc1, O, c1ccncc1. Product: O=Cc1ccc(CN2C(=O)CNC2=O)cc1. Reaction SMILES: [C:18]([OH:19])(=[O:20])[CH3:21].[C:1](#[N:2])[c:3]1[cH:4][cH:5][c:6]([CH2:7][N:8]2[C:9](=[O:14])[NH:10][CH2:11][C:12]2=[O:13])[cH:15][cH:16]1.[OH2:17].[n:22]1[cH:23][cH:24][cH:25][cH:26][cH:27]1>>[CH:1]([c:3]1[cH:4][cH:5][c:6]([CH2:7][N:8]2[C:9](=[O:14])[NH:10][CH2:11][C:12]2=[O:13])[cH:15][cH:16]1)=[O:20]. Starting materials: ClCCC1=C(N=C2N(C1=O)C=CC=C2)C (3-(2-chloroethyl)-2-methyl-4H-pyrido[1,2-a]pyrimidin-4-one), C1(=CC=CC=C1)CN1[C@H]2[C@@H](C=3C=CC=CC13)CNCC2 ((±)-cis-2,3,4,4a,5,9b-hexahydro-5-(phenylmethyl)-1H pyrido[4,3-b]indole), C([O-])([O-])=O.[Na+].[Na+] (sodium carbonate), [I-].[K+] (potassium iodide). The solvent is C(C(C)C)C(=O)C (methyl isobutyl ketone). Yields the product C1(=CC=CC=C1)CN1[C@H]2[C@@H](C=3C=CC=CC13)CN(CC2)CCC2=C(N=C1N(C2=O)C=CC=C1)C ((±)-cis-3-[2-[1,3,4,4a,5,9b-hexahydro-5-(phenylmethyl)-2H-pyrido[4,3-b]indol-2-yl]ethyl]-2-methyl-4H-pyrido[1,2-a]pyrimidin-4-one). The yield is 50.0%. As a reaction SMILES: Cl[CH2:2][CH2:3][C:4]1[C:9](=[O:10])[N:8]2[CH:11]=[CH:12][CH:13]=[CH:14][C:7]2=[N:6][C:5]=1[CH3:15].[C:16]1([CH2:22][N:23]2[C:31]3[CH:30]=[CH:29][CH:28]=[CH:27][C:26]=3[C@H:25]3[CH2:32][NH:33][CH2:34][CH2:35][C@@H:24]23)[CH:21]=[CH:20][CH:19]=[CH:18][CH:17]=1.C(=O)([O-])[O-].[Na+].[Na+].[I-].[K+]>C(C(C)=O)C(C)C>[C:16]1([CH2:22][N:23]2[C:31]3[CH:30]=[CH:29][CH:28]=[CH:27][C:26]=3[C@H:25]3[CH2:32][N:33]([CH2:2][CH2:3][C:4]4[C:9](=[O:10])[N:8]5[CH:11]=[CH:12][CH:13]=[CH:14][C:7]5=[N:6][C:5]=4[CH3:15])[CH2:34][CH2:35][C@@H:24]23)[CH:17]=[CH:18][CH:19]=[CH:20][CH:21]=1 |f:2.3.4,5.6|. Procedure details: A mixture of 3-(2-chloroethyl)-2-methyl-4H-pyrido[1,2-a]pyrimidin-4-one (2.45 g), disclosed in EP-0,196,132, intermediate 5 (2.7 g), sodium carbonate (3.3 g) and potassium iodide (0.1 g) in methyl isobutyl ketone (250 ml) was stirred and refluxed for 18 hours. The reaction mixture was cooled, filtered and the filtrate was evaporated. The residue was purified by column chromatography over silica gel (eluent: CHCl3 /CH3OH 90/10). The pure fractions were collected and the solvent was evaporated. Th... Reactants: C1=CC(CCC1)OC1=C(C(=O)OC)C=C(C(=C1)NC(C)=O)Cl (methyl 2-(cyclohexen-3-yloxy)-4-acetylamino-5-chlorobenzoate), CCN(CC)C=1C=CC=CC1 (diethylaniline). Run in C(C)OC(C)=O.CCCCCC (ethylacetate hexane). Run at temperature 220 celsius. Yields the product C(CC=CCC)C1=C(C(C(=O)OC)=CC(=C1NC(C)=O)Cl)O (Methyl 3-(3-hexenyl)-4-acetylamino-5-chlorosalicylate). As a reaction SMILES: C1CCCC([O:7][C:8]2[CH:17]=[C:16]([NH:18][C:19](=[O:21])[CH3:20])[C:15]([Cl:22])=[CH:14][C:9]=2[C:10]([O:12][CH3:13])=[O:11])C=1.CCN([C:28]1[CH:29]=[CH:30][CH:31]=[CH:32][CH:33]=1)CC>C(OC(=O)C)C.CCCCCC>[CH2:30]([C:17]1[C:16]([NH:18][C:19](=[O:21])[CH3:20])=[C:15]([Cl:22])[CH:14]=[C:9]([C:10]([O:12][CH3:13])=[O:11])[C:8]=1[OH:7])[CH2:29][CH:28]=[CH:33][CH2:32][CH3:31] |f:2.3|. Reported procedure: A mixture of 0.6 g of methyl 2-(cyclohexen-3-yloxy)-4-acetylamino-5-chlorobenzoate and 0.5 ml diethylaniline is placed under house vaccum and heated to 220° C. for 2 hours. This reaction mixture is then diluted with 40% ethylacetate/hexane and purified by dry column chromatography using the same solvent system as eluent. Three fractions are separated: 1. diethylaniline; 2. starting benzoate compound and 3. methyl 3-(3-hexenyl)-4-acetylamino-5-chlorosalicylate. The latter is used directly in the ... Run at temperature 60 celsius. RXN SMILES: NC1CCCC(=[O:8])C=1.BrCC(=O)C(OCC)=O.[Br:18][CH2:19][C:20](=[C:26]1[C:31](=O)[CH2:30][CH2:29][CH2:28][C:27]1=[NH:33])[C:21]([O:23][CH2:24][CH3:25])=[O:22]>C(OCC)(=O)C>[Br:18][CH2:19][C:20](=[C:26]1[CH2:31][C:30](=[O:8])[CH2:29][CH2:28][C:27]1=[NH:33])[C:21]([O:23][CH2:24][CH3:25])=[O:22]. The reactants are NC1=CC(CCC1)=O (1-Aminocyclohex-1-en-3-one), BrCC(C(=O)OCC)=O (ethyl bromopyruvate), BrCC(C(=O)OCC)=C1C(CCCC1=O)=N (ethyl 3-bromo-2-(2-imino-6-oxocyclohexylidene)-propionate). Yields the product BrCC(C(=O)OCC)=C1C(CCC(C1)=O)=N (Ethyl 3-bromo-2-(2-imino-5-oxocyclohexylidene)propionate). The solvent is C(C)(=O)OCC (ethyl acetate). Procedure details: 111.1 g. 1-Aminocyclohex-1-en-3-one (see Arch. Pharm., 294, 763/1961) are added at 30° C., with stirring, to 760 ml. ethyl bromopyruvate. The reaction mixture is then heated to 60° C. for 8 hours. After cooling, the reaction mixture is mixed with 200 ml. ethyl acetate and 1000 ml. diethyl ether and filtered with suction. After washing the solid product with diethyl ether, there are obtained 247 g. (85% of theory) ethyl 3-bromo-2-(2-imino-6-oxocyclohexylidene)-propionate; m.p. 170°-175° C. Procedure details: 5-Methylindole (730.6 mg, 5.57 mmol, 1.0 eq.) was combined with the title C compound of Example 1 (3.189 g, 13.9 mmole, 2.5 eq.) and copper(I)oxide (797 mg, 5.57 mmol, 1.0 eq.) in pyridine (5.6 ml, 1M). The reaction was heated at 120° C. for 3 hours, cooled to room temperature, diluted with ethyl acetate and filtered through celite. The filtrate was washed twice with water, twice with aqueous 1N hydrochloric acid, and once with aqueous saturated sodium hydrogen carbonate. The organic phase was t... Run in N1=CC=CC=C1 (pyridine). The reagents and catalysts are [Cu-]=O (copper(I)oxide). Conditions: temperature 120 celsius. The product is CC=1C=C2C=CN(C2=CC1)C1=C(C(=O)OCC)C=CC=C1 (2-(5-Methyl-1H-indol-1-yl)benzoic acid, ethyl ester). RXN SMILES: [CH3:1][C:2]1[CH:3]=[C:4]2[C:8](=[CH:9][CH:10]=1)[NH:7][CH:6]=[CH:5]2.[C:11]([O:14][CH2:15][CH3:16])(=[O:13])[CH3:12]>N1C=CC=CC=1.[Cu-]=O>[CH3:1][C:2]1[CH:3]=[C:4]2[C:8](=[CH:9][CH:10]=1)[N:7]([C:4]1[CH:3]=[CH:2][CH:10]=[CH:9][C:12]=1[C:11]([O:14][CH2:15][CH3:16])=[O:13])[CH:6]=[CH:5]2. Starting materials: CC=1C=C2C=CNC2=CC1 (5-Methylindole), compound, C(C)(=O)OCC (ethyl acetate). The reactants are CC1=NNC2=NC(=CC(=C21)CN2C(CN(C(C2)(C)C)CCC(F)(F)F)(C)C)C2=CC=C(C=C2)O (4-{3-Methyl-4-[2,2,5,5-tetramethyl-4-(3,3,3-trifluoro-propyl)-piperazin-1-ylmethyl]-1H-pyrazolo[3,4-b]pyridin-6-yl}-phenol), CC1=NNC2=NC(=CC(=C21)CN2C(CN(C(C2)(C)C)CCC(F)(F)F)(C)C)C2=CC=C(C=C2)O (4-{3-Methyl-4-[2,2,5,5-tetramethyl-4-(3,3,3-trifluoro-propyl)-piperazin-1-ylmethyl]-1H-pyrazolo[3,4-b]pyridin-6-yl}-phenol), C=O (formaldehyde). Product: CC1=NNC2=NC(=CC(=C21)CN2C(CN(C(C2)(C)C)C)(C)C)C2=CC=C(C=C2)O (4-[3-Methyl-4-(2,2,4,5,5-pentamethyl-piperazin-1-ylmethyl)-1H-pyrazolo[3,4-b]pyridin-6-yl]-phenol). Reaction SMILES: [CH3:1][C:2]1[C:10]2[C:5](=[N:6][C:7]([C:28]3[CH:33]=[CH:32][C:31]([OH:34])=[CH:30][CH:29]=3)=[CH:8][C:9]=2[CH2:11][N:12]2[CH2:17][C:16]([CH3:19])([CH3:18])[N:15]([CH2:20]CC(F)(F)F)[CH2:14][C:13]2([CH3:27])[CH3:26])[NH:4][N:3]=1.C=O>>[CH3:1][C:2]1[C:10]2[C:5](=[N:6][C:7]([C:28]3[CH:29]=[CH:30][C:31]([OH:34])=[CH:32][CH:33]=3)=[CH:8][C:9]=2[CH2:11][N:12]2[CH2:17][C:16]([CH3:18])([CH3:19])[N:15]([CH3:20])[CH2:14][C:13]2([CH3:27])[CH3:26])[NH:4][N:3]=1. Reported procedure: The title compound was synthesized in analogy to Example 83 (4-{3-Methyl-4-[2,2,5,5-tetramethyl-4-(3,3,3-trifluoro-propyl)-piperazin-1-ylmethyl]-1H-pyrazolo[3,4-b]pyridin-6-yl}-phenol), steps (f) and (g) using aqueous formaldehyde.